From a dataset of the Open Reaction Database (ORD), a public repository of structured organic reaction records. describe an organic reaction: reactants, conditions, products, and yield Reactants: CCC=CCC=CCC=CCC=CCC=CCC=CCCC(=O)NC(CC(C)C)C(=O)Oc1ccccc1C(=O)OCC, O=C(O)c1ccc(C(F)(F)F)cc1O. The product is CCC=CCC=CCC=CCC=CCC=CCC=CCCC(=O)NC(CC(C)C)C(=O)Oc1cc(C(F)(F)F)ccc1C(=O)OCC. RXN SMILES: [C:1]([CH2:2][CH2:3][CH:4]=[CH:5][CH2:6][CH:7]=[CH:8][CH2:9][CH:10]=[CH:11][CH2:12][CH:13]=[CH:14][CH2:15][CH:16]=[CH:17][CH2:18][CH:19]=[CH:20][CH2:21][CH3:22])(=[O:23])[NH:24][CH:25]([C:26](=[O:27])[O:28][c:29]1[c:30]([C:31](=[O:32])[O:33][CH2:34][CH3:35])[cH:36][cH:37][cH:38][cH:39]1)[CH2:40][CH:41]([CH3:42])[CH3:43].[OH:44][c:45]1[cH:46][c:47]([C:54]([F:55])([F:56])[F:57])[cH:48][cH:49][c:50]1[C:51]([OH:52])=[O:53]>>[C:1]([CH2:2][CH2:3][CH:4]=[CH:5][CH2:6][CH:7]=[CH:8][CH2:9][CH:10]=[CH:11][CH2:12][CH:13]=[CH:14][CH2:15][CH:16]=[CH:17][CH2:18][CH:19]=[CH:20][CH2:21][CH3:22])(=[O:23])[NH:24][CH:25]([C:26](=[O:27])[O:28][c:29]1[c:30]([C:31](=[O:32])[O:33][CH2:34][CH3:35])[cH:36][cH:37][c:38]([C:54]([F:55])([F:56])[F:57])[cH:39]1)[CH2:40][CH:41]([CH3:42])[CH3:43]. The reactants are [N+](#[C-])CC(=O)OC (methyl isocyanoacetate), C=1C=CC(=CC1)P(=O)(C=2C=CC=CC2)N=[N+]=[N-] (DPPA), N1(CCCC1)C=1C=C(C(=O)O)C=CC1 (3-(pyrrolidin-1-yl)benzoic acid), C(=O)([O-])[O-].[K+].[K+] (K2CO3). Solvent: C1(=CC=CC=C1)C.CCOC(=O)C (toluene EtOAc), CN(C)C=O (DMF), CN(C)C=O (DMF), CN(C)C=O (DMF). Conditions: time 5 minute. The product is N1(CCCC1)C=1C=C(C=CC1)C1=C(N=CO1)C(=O)OC (methyl 5-(3-(pyrrolidin-1-yl)phenyl)oxazole-4-carboxylate). RXN SMILES: [N:1]1([C:6]2[CH:7]=[C:8]([CH:12]=[CH:13][CH:14]=2)[C:9]([OH:11])=O)[CH2:5][CH2:4][CH2:3][CH2:2]1.C([O-])([O-])=O.[K+].[K+].[N+:21]([CH2:23][C:24]([O:26][CH3:27])=[O:25])#[C-:22].C1C=CC(P(N=[N+]=[N-])(C2C=CC=CC=2)=O)=CC=1>CN(C=O)C.C1(C)C=CC=CC=1.CCOC(C)=O>[N:1]1([C:6]2[CH:7]=[C:8]([C:9]3[O:11][CH:22]=[N:21][C:23]=3[C:24]([O:26][CH3:27])=[O:25])[CH:12]=[CH:13][CH:14]=2)[CH2:2][CH2:3][CH2:4][CH2:5]1 |f:1.2.3,7.8|. Procedure: To a suspension of 3-(pyrrolidin-1-yl)benzoic acid (1.0 g, 5.23 mmol) and K2CO3 1.75 g (12.55 mmol) in DMF (10.8 ml) was added methyl isocyanoacetate (551 mg, 5.23 mmol) in DMF (6.8 mL). The resulting mixture was stirred at rt for 5 min and then cooled to 0° C. A solution of DPPA (1.13 mL, 5.23 mmol) in DMF (6.8 mL) was added dropwise. The resulting mixture was stirred at 0° C. for 2 h and then at rt overnight. It was then diluted with toluene-EtOAc 1:1 (110 mL) and the organic layer was washed ... RXN SMILES: [C:26](=[O:27])([O-:28])[O-:29].[Cl-:39].[Cl:17][c:18]1[cH:19][c:20]([NH2:25])[n:21][c:22]([CH3:24])[n:23]1.[Cl:1][c:2]1[c:3]([B:8]2[O:9][C:10]([CH3:11])([CH3:12])[C:13]([CH3:14])([CH3:15])[O:16]2)[cH:4][n:5][cH:6][cH:7]1.[Cs+:30].[Cs+:31].[NH4+:40].[O:32]1[CH2:33][CH2:34][O:35][CH2:36][CH2:37]1.[OH2:38]>>[Cl:1][c:2]1[c:3](-[c:18]2[cH:19][c:20]([NH2:25])[n:21][c:22]([CH3:24])[n:23]2)[cH:4][n:5][cH:6][cH:7]1. Product: Cc1nc(N)cc(-c2cnccc2Cl)n1. Reactants: O=C([O-])[O-], [Cl-], Cc1nc(N)cc(Cl)n1, CC1(C)OB(c2cnccc2Cl)OC1(C)C, [Cs+], [Cs+], [NH4+], C1COCCO1, O. Reactants: C(C)(C)(C)OC(COC1=CC=C(C=C1)CCOC1=C(C(=O)OC)C=CC=C1)=O (Methyl 2-{2-[4-(2-tert-butoxy-2-oxoethoxy)phenyl]ethoxy}benzoate), FC(C(=O)O)(F)F (trifluoracetic acid). Solvent: C(Cl)Cl (DCM). Conditions: time 3 hour. Yields the product COC(=O)C1=C(OCCC2=CC=C(OCC(=O)O)C=C2)C=CC=C1 ((4-{2-[2-(methoxycarbonyl)phenoxy]ethyl}phenoxy)acetic acid). Yield: 95.0%. Reaction SMILES: C([O:5][C:6](=[O:28])[CH2:7][O:8][C:9]1[CH:14]=[CH:13][C:12]([CH2:15][CH2:16][O:17][C:18]2[CH:27]=[CH:26][CH:25]=[CH:24][C:19]=2[C:20]([O:22][CH3:23])=[O:21])=[CH:11][CH:10]=1)(C)(C)C.FC(F)(F)C(O)=O>C(Cl)Cl>[CH3:23][O:22][C:20]([C:19]1[CH:24]=[CH:25][CH:26]=[CH:27][C:18]=1[O:17][CH2:16][CH2:15][C:12]1[CH:13]=[CH:14][C:9]([O:8][CH2:7][C:6]([OH:28])=[O:5])=[CH:10][CH:11]=1)=[O:21]. Procedure: Methyl 2-{2-[4-(2-tert-butoxy-2-oxoethoxy)phenyl]ethoxy}benzoate (0.400 g, 1.0351 mmol) was dissolved in DCM and trifluoracetic acid (0.8 ml, 8.281 mmol) was added. The mixture was stirred at room temperature for 3 h. The solvent was evaporated to give 325 mg of a white powder. Reactants: B(OC(C)C)(OC(C)C)OC(C)C ((i-PrO)3B), CCCCCC (hexane), [Li]CCCC (n-BuLi), C[Si](CCOCN1C=CC=2C1=NC=CC2)(C)C (1-((2-(trimethylsilyl)ethoxy)methyl)-1H-pyrrolo[2,3-b]pyridine). Solvent: C1CCOC1 (THF). Reaction conditions: temperature -45 celsius, time 2 hour. The product is C[Si](CCOCN1C(=CC=2C1=NC=CC2)B(O)O)(C)C ((1-((2-(trimethylsilyl)ethoxy)methyl)-1H-pyrrolo[2,3-b]pyridin-2-yl)boronic acid). Yield: 49.0%. Reaction SMILES: CCCCCC.[Li]CCCC.[CH3:12][Si:13]([CH3:28])([CH3:27])[CH2:14][CH2:15][O:16][CH2:17][N:18]1[C:22]2=[N:23][CH:24]=[CH:25][CH:26]=[C:21]2[CH:20]=[CH:19]1.[B:29](OC(C)C)([O:34]C(C)C)[O:30]C(C)C>C1COCC1>[CH3:12][Si:13]([CH3:28])([CH3:27])[CH2:14][CH2:15][O:16][CH2:17][N:18]1[C:22]2=[N:23][CH:24]=[CH:25][CH:26]=[C:21]2[CH:20]=[C:19]1[B:29]([OH:34])[OH:30]. Reported procedure: A hexane solution of n-BuLi (60 mL, 150.97 mmol) was added slowly to a solution of 1-((2-(trimethylsilyl)ethoxy)methyl)-1H-pyrrolo[2,3-b]pyridine (25.0 g, 100.65 mmol) in dry THF (200 mL) at −70° C. under N2 protection. The mixture was stirred at −45° C. for 2 hour. After (i-PrO)3B (30.29 g, 161.03 mmol) was added, the mixture was stirred overnight warming to RT. Then the reaction mixture was quenched with 1M aqueous HCl and extracted with EtOAc. The organic layer was washed with water, brine, d... The reactants are C(C1=CC=CC=C1)(=O)NCC(=O)O (2-benzamidoacetic acid), C(C)OC(OCC)OCC (triethoxymethane), C(C)(=O)OC(C)=O (acetic anhydride). The reagents and catalysts are CN(C)C=1C=CN=CC1 (DMAP). Run at temperature 140 celsius. Product: C(C)O\C=C\1/N=C(OC1=O)C1=CC=CC=C1 ((Z)-4-(ethoxymethylene)-2-phenyloxazol-5(4H)-one). The yield is 46.7%. Reaction SMILES: [C:1]([NH:9][CH2:10][C:11]([OH:13])=[O:12])(=O)[C:2]1[CH:7]=[CH:6][CH:5]=[CH:4][CH:3]=1.[CH2:14]([O:16][CH:17](OCC)OCC)[CH3:15].C(OC(=O)C)(=O)C>CN(C1C=CN=CC=1)C>[CH2:14]([O:16]/[CH:17]=[C:10]1\[N:9]=[C:1]([C:2]2[CH:3]=[CH:4][CH:5]=[CH:6][CH:7]=2)[O:13][C:11]\1=[O:12])[CH3:15]. Procedure: To a mixture of 2-benzamidoacetic acid (2.5 g, 13.8 mmol), DMAP (0.017 g, 0.138 mmol) and triethoxymethane (2.3 ml, 13.8 mmol), was added acetic anhydride (2.6 ml, 27.6 mmol). The mixture was heated to 140° C. for 30 min. The solvent was removed in vacuo and purification by silica gel chromatography (0-30% ethyl acetate in hexanes) gave 1.4 g (47%) of (Z)-4-(ethoxymethylene)-2-phenyloxazol-5(4H)-one as an orange solid. 1H NMR (400 MHz, CDCl3) 8.09-8.04 (m, 2H), 7.56-7.51 (m, 1H), 7.50-7.43 (m, 2... Isolated yield 30.0%. As a reaction SMILES: [F:1][CH2:2][CH2:3][CH2:4][O:5][C:6]1[CH:14]=[C:13]2[C:9]([CH2:10][C:11]3([CH2:20][CH2:19][CH:18]([OH:21])[CH2:17][CH2:16]3)[C:12]2=[O:15])=[CH:8][CH:7]=1.[CH3:22]C(C)([O-])C.[K+].CI.CCOC(C)=O>O1CCCC1.CCCCCCC>[F:1][CH2:2][CH2:3][CH2:4][O:5][C:6]1[CH:14]=[C:13]2[C:9]([CH2:10][C:11]3([CH2:16][CH2:17][CH:18]([O:21][CH3:22])[CH2:19][CH2:20]3)[C:12]2=[O:15])=[CH:8][CH:7]=1 |f:1.2|. Procedure: 6′-(3-Fluoropropoxy)-4-hydroxyspiro[cyclohexane-1,2′-inden]-1′(3′H)-one (Intermediate 64, 1.94 g, 6.64 mmol) was dissolved in tetrahydrofuran (35 mL) under argon and cooled to 0° C. Potassium tert-butoxide (2.23 g, 19.9 mmol) was added portion wise and the mixture was stirred at 0° C. for 15 min. Methyl iodide (0.83 mL, 13.3 mmol) was added. The cooling bath was removed, and the mixture was stirred at r.t. overnight. Water (200 mL) was added and the resulting solution was partitioned between add... Run in CCCCCCC (heptane), O1CCCC1 (tetrahydrofuran). Reaction conditions: temperature 0 celsius, time 15 minute. Reactants: CI (Methyl iodide), FCCCOC1=CC=C2CC3(C(C2=C1)=O)CCC(CC3)O (6′-(3-Fluoropropoxy)-4-hydroxyspiro[cyclohexane-1,2′-inden]-1′(3′H)-one), FCCCOC1=CC=C2CC3(C(C2=C1)=O)CCC(CC3)O (6′-(3-Fluoropropoxy)-4-hydroxyspiro[cyclohexane-1,2′-inden]-1′(3′H)-one), CC(C)([O-])C.[K+] (Potassium tert-butoxide), CCOC(=O)C (EtOAc). The product is FCCCOC1=CC=C2CC3(C(C2=C1)=O)CCC(CC3)OC (6′-(3-Fluoropropoxy)-4-methoxyspiro[cyclohexane-1,2′-inden]-1′(3′H)-one).